From a dataset of the Open Reaction Database (ORD), a public repository of structured organic reaction records. describe an organic reaction: reactants, conditions, products, and yield The reactants are BrCC1CCCCC1, CN(C)C=O, [Cl-], [H-], [NH4+], [Na+], CS(=O)(=O)c1cnc2[nH]c(-c3ccco3)cc2c1. Product: CS(=O)(=O)c1cnc2c(c1)cc(-c1ccco1)n2CC1CCCCC1. Reaction SMILES: [Br:21][CH2:22][CH:23]1[CH2:24][CH2:25][CH2:26][CH2:27][CH2:28]1.[CH3:31][N:32]([CH3:33])[CH:34]=[O:35].[Cl-:29].[H-:19].[NH4+:30].[Na+:20].[o:1]1[c:2](-[c:6]2[cH:7][c:8]3[c:9]([n:10][cH:11][c:12]([S:14](=[O:15])(=[O:16])[CH3:17])[cH:13]3)[nH:18]2)[cH:3][cH:4][cH:5]1>>[o:1]1[c:2](-[c:6]2[cH:7][c:8]3[c:9]([n:10][cH:11][c:12]([S:14](=[O:15])(=[O:16])[CH3:17])[cH:13]3)[n:18]2[CH2:22][CH:23]2[CH2:24][CH2:25][CH2:26][CH2:27][CH2:28]2)[cH:3][cH:4][cH:5]1. Starting materials: ClC1=CC=C(C=C1)C1(C(OC(O1)(C)C)=O)CC#C (5-(4-chloro-phenyl)-2,2-dimethyl-5-prop-2-ynyl-(1,3)dioxolan-4-one), [OH-].[Na+] (NaOH). The solvent is O1CCCC1 (tetrahydrofurane), CO (methanol), O (water). Conditions: temperature 60 celsius. Product: ClC1=CC=C(C=C1)C(C(=O)O)(CC#C)O (2-(4-chlorophenyl)-2-hydroxy-pent-4-ynoic acid). As a reaction SMILES: [Cl:1][C:2]1[CH:7]=[CH:6][C:5]([C:8]2([CH2:16][C:17]#[CH:18])[O:12]C(C)(C)[O:10][C:9]2=[O:15])=[CH:4][CH:3]=1.[OH-].[Na+]>O1CCCC1.CO.O>[Cl:1][C:2]1[CH:3]=[CH:4][C:5]([C:8]([OH:12])([CH2:16][C:17]#[CH:18])[C:9]([OH:15])=[O:10])=[CH:6][CH:7]=1 |f:1.2|. Reported procedure: A solution of 530 mg 5-(4-chloro-phenyl)-2,2-dimethyl-5-prop-2-ynyl-(1,3)dioxolan-4-one in 10 ml tetrahydrofurane and 5 ml methanol is treated with 2 ml of 1N NaOH and heated at 60° C. for 1 hour. Then the solution is cooled down, diluted with water and washed with ether. Then the aqueous solution is acidified with 1N HCl and extracted with ethyl acetate. The extracts are dried over sodium sulfate and evaporated to obtain the 2-(4-chlorophenyl)-2-hydroxy-pent-4-ynoic acid of a brownish thick oil... Reactants: [Al+3], CN(C)c1cccc(OCC(O)CN=[N+]=[N-])c1, [H-], [H-], [H-], [H-], [Li+], C1CCOC1. Yields the product CN(C)c1cccc(OCC(O)CN)c1. As a reaction SMILES: [Al+3:19].[CH3:1][N:2]([c:3]1[cH:4][c:5]([O:6][CH2:7][CH:8]([CH2:9][N:10]=[N+:11]=[N-:12])[OH:13])[cH:14][cH:15][cH:16]1)[CH3:17].[H-:18].[H-:21].[H-:22].[H-:23].[Li+:20].[O:24]1[CH2:25][CH2:26][CH2:27][CH2:28]1>>[CH3:1][N:2]([c:3]1[cH:4][c:5]([O:6][CH2:7][CH:8]([CH2:9][NH2:10])[OH:13])[cH:14][cH:15][cH:16]1)[CH3:17]. Reaction SMILES: [CH3:29][C:30]([OH:31])=[O:32].[CH3:33][C:34]([O:35][C:36](=[O:37])[CH3:38])=[O:39].[CH3:45][CH2:46][O:47][CH2:48][CH3:49].[K:1].[K:2].[OH:3][c:4]1[c:5]([C:6](=[O:7])[O:8][CH2:9][CH:10]([CH3:11])[CH3:12])[cH:13][c:14]([CH:17]=[CH:18][c:19]2[cH:20][cH:21][c:22]([S:25](=[O:26])(=[O:27])[OH:28])[cH:23][cH:24]2)[cH:15][cH:16]1.[S:40](=[O:41])(=[O:42])([OH:43])[OH:44]>>[K:1].[O:3]([c:4]1[c:5]([C:6](=[O:7])[O:8][CH2:9][CH:10]([CH3:11])[CH3:12])[cH:13][c:14]([CH:17]=[CH:18][c:19]2[cH:20][cH:21][c:22]([S:25](=[O:26])(=[O:27])[OH:28])[cH:23][cH:24]2)[cH:15][cH:16]1)[C:30]([CH3:29])=[O:31]. The product is [K], CC(=O)Oc1ccc(C=Cc2ccc(S(=O)(=O)O)cc2)cc1C(=O)OCC(C)C. Reactants: CC(=O)O, CC(=O)OC(C)=O, CCOCC, [K], [K], CC(C)COC(=O)c1cc(C=Cc2ccc(S(=O)(=O)O)cc2)ccc1O, O=S(=O)(O)O. Reactants: C12(CC3CC(CC(C1)C3)C2)C2=C(C=C3C=CC(=C(C3=C2)OCOCC)C2=CC=C(C(=O)Cl)C=C2)OC (4-[7-(1-adamantyl)-6-methoxy-ethoxymethoxy-2-naphthyl]benzoic acid chloride), C(C1=CC=CC=C1)N1CCNCC1 (4-benzylpiperazine). Yields the product C(C1=CC=CC=C1)N1C(CNCC1)C(C1=CC=C(C=C1)C1=C(C2=CC(=C(C=C2C=C1)OCCOC)C12CC3CC(CC(C1)C3)C2)OC)=O (N-benzyl-4-[7-(1-adamantyl)-6-methoxyethoxy-methoxy-2-naphthyl]benzoylpiperazine). The yield is 64.6%. RXN SMILES: [C:1]12([C:11]3[CH:20]=[C:19]4[C:14]([CH:15]=[CH:16][C:17]([C:26]5[CH:34]=[CH:33][C:29]([C:30](Cl)=[O:31])=[CH:28][CH:27]=5)=[C:18]4[O:21][CH2:22]OCC)=[CH:13][C:12]=3[O:35]C)[CH2:10][CH:5]3[CH2:6][CH:7]([CH2:9][CH:3]([CH2:4]3)[CH2:2]1)[CH2:8]2.[CH2:37]([N:44]1[CH2:49][CH2:48][NH:47][CH2:46][CH2:45]1)[C:38]1[CH:43]=[CH:42][CH:41]=[CH:40][CH:39]=1>>[CH2:37]([N:44]1[CH2:49][CH2:48][NH:47][CH2:46][CH:45]1[C:30](=[O:31])[C:29]1[CH:28]=[CH:27][C:26]([C:17]2[CH:16]=[CH:15][C:14]3[C:19](=[CH:20][C:11]([C:1]45[CH2:8][CH:7]6[CH2:6][CH:5]([CH2:4][CH:3]([CH2:9]6)[CH2:2]4)[CH2:10]5)=[C:12]([O:35][CH2:17][CH2:18][O:21][CH3:22])[CH:13]=3)[C:18]=2[O:21][CH3:22])=[CH:34][CH:33]=1)[C:38]1[CH:39]=[CH:40][CH:41]=[CH:42][CH:43]=1. Procedure: Following the procedure of Example 27(b), but reacting 7.3 g (14.4 mmol) of 4-[7-(1-adamantyl)-6-methoxy-ethoxymethoxy-2-naphthyl]benzoic acid chloride with 2.5 ml (14.4 mmol) of 4-benzylpiperazine, 3 g (33%) of the expected compound were obtained, which compound had a melting point of 176°-7° C. The reactants are CC1=NOC(=C1C=1C=C(C2=C(NC(=N2)OCC)C1)C(=O)C1=NC=CC=C1)C ((6-(3,5-dimethylisoxazol-4-yl)-2-ethoxy-1H-benzo[d]imidazol-4-yl)(pyridin-2-yl)methanone), C1(CCC1)[Mg]Cl (Cylobutylmagnesium chloride). Run in C1CCOC1 (THF). Conditions: temperature 0 celsius, time 10 minute. The product is C1(CCC1)C(O)(C1=NC=CC=C1)C1=CC(=CC=2NC(=NC21)OCC)C=2C(=NOC2C)C (cyclobutyl(6-(3,5-dimethylisoxazol-4-yl)-2-ethoxy-1H-benzo[d]imidazol-4-yl)(pyridin-2-yl)methanol). As a reaction SMILES: [CH3:1][C:2]1[C:6]([C:7]2[CH:8]=[C:9]([C:19]([C:21]3[CH:26]=[CH:25][CH:24]=[CH:23][N:22]=3)=[O:20])[C:10]3[N:14]=[C:13]([O:15][CH2:16][CH3:17])[NH:12][C:11]=3[CH:18]=2)=[C:5]([CH3:27])[O:4][N:3]=1.[CH:28]1([Mg]Cl)[CH2:31][CH2:30][CH2:29]1>C1COCC1>[CH:28]1([C:19]([C:9]2[C:10]3[N:14]=[C:13]([O:15][CH2:16][CH3:17])[NH:12][C:11]=3[CH:18]=[C:7]([C:6]3[C:2]([CH3:1])=[N:3][O:4][C:5]=3[CH3:27])[CH:8]=2)([C:21]2[CH:26]=[CH:25][CH:24]=[CH:23][N:22]=2)[OH:20])[CH2:31][CH2:30][CH2:29]1. Procedure details: (6-(3,5-dimethylisoxazol-4-yl)-2-ethoxy-1H-benzo[d]imidazol-4-yl)(pyridin-2-yl)methanone (50 mg, 0.14 mmol) was dissolved in dry THF (1.4 mL) and cooled to 0° C. Cylobutylmagnesium chloride (0.5 M, 1.1 mL, 0.55 mmol) was added dropwise and the reaction was allowed to stir for 10 mins and then quenched with water. Reaction was extracted three times with EtOAc and combined organic layers were washed once with water, concentrated, and purified by reverse-phase HPLC to give cyclobutyl(6-(3,5-dimethy... The reactants are CCCCC1CCN(CCCO)CC1, C1CCOC1, O=c1[nH]c2cc(I)cc(I)c2o1, CCOC(=O)N=NC(=O)OCC, c1ccc(P(c2ccccc2)c2ccccc2)cc1. Product: CCCCC1CCN(CCCn2c(=O)oc3c(I)cc(I)cc32)CC1. As a reaction SMILES: [CH2:13]([CH2:14][CH2:15][CH3:16])[CH:17]1[CH2:18][CH2:19][N:20]([CH2:23][CH2:24][CH2:25][OH:26])[CH2:21][CH2:22]1.[CH2:58]1[O:59][CH2:60][CH2:61][CH2:62]1.[I:1][c:2]1[cH:3][c:4]([I:12])[c:5]2[c:6]([nH:7][c:8](=[O:10])[o:9]2)[cH:11]1.[O:27]=[C:28]([O:29][CH2:30][CH3:31])[N:32]=[N:33][C:34]([O:35][CH2:36][CH3:37])=[O:38].[c:39]1([P:40]([c:41]2[cH:42][cH:43][cH:44][cH:45][cH:46]2)[c:47]2[cH:48][cH:49][cH:50][cH:51][cH:52]2)[cH:53][cH:54][cH:55][cH:56][cH:57]1>>[I:1][c:2]1[cH:3][c:4]([I:12])[c:5]2[c:6]([n:7]([CH2:25][CH2:24][CH2:23][N:20]3[CH2:19][CH2:18][CH:17]([CH2:13][CH2:14][CH2:15][CH3:16])[CH2:22][CH2:21]3)[c:8](=[O:10])[o:9]2)[cH:11]1.